The task is: describe an organic reaction: reactants, conditions, products, and yield. This data is from the Open Reaction Database (ORD), a public repository of structured organic reaction records. Reactants: C(C)[S-].[Na+] (Sodium ethanethiolate), BrC1=CC(=C(C=C1)F)Cl (4-bromo-2-chloro-1-fluorobenzene), O (water). Solvent: CN(C=O)C (N,N-dimethylformamide). Reaction conditions: temperature 65 celsius, time 2 hour. The product is BrC1=CC(=C(C=C1)SCC)Cl (4-Bromo-2-chloro-1-(ethylsulfanyl)benzene). The yield is 80.2%. As a reaction SMILES: [CH2:1]([S-:3])[CH3:2].[Na+].[Br:5][C:6]1[CH:11]=[CH:10][C:9](F)=[C:8]([Cl:13])[CH:7]=1.O>CN(C)C=O>[Br:5][C:6]1[CH:11]=[CH:10][C:9]([S:3][CH2:1][CH3:2])=[C:8]([Cl:13])[CH:7]=1 |f:0.1|. Procedure: Sodium ethanethiolate (2.0 g) was added to a solution of 4-bromo-2-chloro-1-fluorobenzene (5.0 g) in N,N-dimethylformamide (20 mL), and the mixture was stirred at 65° C. for two hours. The reaction solution was poured into water, followed by extraction with ethyl acetate. The organic layer was washed with brine, dried over anhydrous magnesium sulfate and filtered. The solvent was then evaporated under reduced pressure. The residue was purified by silica gel column chromatography (hexane:ethyl ac... The reactants are N=1C=CN2C1C=CC=C2SCCCCN2C(N1C(S(CCC1)(=O)=O)=C(C2=O)C2=CC=CC=C2)=O (7-[4-(imidazo[1,2-a]pyridin-5-ylthio)butyl]-1,1-dioxo-9-phenyl-3,4-dihydro-2H,6H-pyrimido[6,1-b][1,3]thiazine-6,8(7H)-dione), [I-].CC=[N+]=CC (N,N-dimethylmethylene ammonium iodide), C(C)#N (acetonitrile). Yields the product CN(C)CC1=CN=C2N1C(=CC=C2)SCCCCN2C(N1C(S(CCC1)(=O)=O)=C(C2=O)C2=CC=CC=C2)=O (7-[4-(3-dimethylaminomethylimidazo[1,2-a]pyridin-5-ylthio)butyl]-1,1-dioxo-9-phenyl-3,4-dihydro-2H,6H-pyrimido[6,1-b][1,3]thiazine-6,8(7H)-dione). As a reaction SMILES: [N:1]1[CH:2]=[CH:3][N:4]2[C:9]([S:10][CH2:11][CH2:12][CH2:13][CH2:14][N:15]3[C:26](=[O:27])[C:25]([C:28]4[CH:33]=[CH:32][CH:31]=[CH:30][CH:29]=4)=[C:18]4[S:19](=[O:24])(=[O:23])[CH2:20][CH2:21][CH2:22][N:17]4[C:16]3=[O:34])=[CH:8][CH:7]=[CH:6][C:5]=12.[I-].C[CH:37]=[N+:38]=[CH:39]C.[C:41](#N)C>>[CH3:37][N:38]([CH2:39][C:3]1[N:4]2[C:9]([S:10][CH2:11][CH2:12][CH2:13][CH2:14][N:15]3[C:26](=[O:27])[C:25]([C:28]4[CH:33]=[CH:32][CH:31]=[CH:30][CH:29]=4)=[C:18]4[S:19](=[O:24])(=[O:23])[CH2:20][CH2:21][CH2:22][N:17]4[C:16]3=[O:34])=[CH:8][CH:7]=[CH:6][C:5]2=[N:1][CH:2]=1)[CH3:41] |f:1.2|. Procedure details: To a solution of 0.45 g (0.93 mmol) of 7-[4-(imidazo[1,2-a]pyridin-5-ylthio)butyl]-1,1-dioxo-9-phenyl-3,4-dihydro-2H,6H-pyrimido[6,1-b][1,3]thiazine-6,8(7H)-dione in 10 ml of acetonitrile, 0.258 g (1.4 mmol) of N,N-dimethylmethylene ammonium iodide (Eschenmoser's salt) was added at room temperature, followed by refluxing for 2 hours. After the reaction mixture was cooled, the solvent was distilled off. The residue was dissolved in dichloromethane, washed with saturated aqueous sodium hydrogen ca... Reactants: BrCc1ccccc1, COCCOC, CCOCC, Oc1cccc(Cl)c1F, [K+], [Na+], [Na+], O=C([O-])[O-], [OH-], O. Product: Fc1c(Cl)cccc1OCc1ccccc1. As a reaction SMILES: [Br:10][CH2:11][c:12]1[cH:13][cH:14][cH:15][cH:16][cH:17]1.[CH3:26][O:27][CH2:28][CH2:29][O:30][CH3:31].[CH3:33][CH2:34][O:35][CH2:36][CH3:37].[Cl:1][c:2]1[c:3]([F:9])[c:4]([OH:8])[cH:5][cH:6][cH:7]1.[K+:25].[Na+:18].[Na+:19].[O-:20][C:21](=[O:22])[O-:23].[OH-:24].[OH2:32]>>[Cl:1][c:2]1[c:3]([F:9])[c:4]([O:8][CH2:11][c:12]2[cH:13][cH:14][cH:15][cH:16][cH:17]2)[cH:5][cH:6][cH:7]1. Reactants: ClC1=NC(=C(C(=O)O)C=C1)C=1NC(C(N1)(C)C(C)C)=O (6-chloro-2-(4-isopropyl-4-methyl-5-oxo-2-imidazolin-2-yl)-nicotinic acid), Cl (hydrochloric acid), C(C1CCCO1)O (tetrahydrofurfuryl alcohol), [H-].[Na+] (sodium hydride). Solvent: CN(C=O)C (dimethylformamide), O (water), CN(C=O)C (dimethylformamide). Run at time 1 hour. Yields the product C(C)(C)C1(N=C(NC1=O)C1=C(C(=O)O)C=CC(=N1)OCC1CCCO1)C (2-(4-isopropyl-4-methyl-5-oxo-2-imidazolin-2-yl)-6-tetrahydrofurfuryloxy-nicotinic acid). RXN SMILES: [CH2:1]([OH:7])[CH:2]1[O:6][CH2:5][CH2:4][CH2:3]1.[H-].[Na+].Cl[C:11]1[CH:19]=[CH:18][C:14]([C:15]([OH:17])=[O:16])=[C:13]([C:20]2[NH:21][C:22](=[O:29])[C:23]([CH:26]([CH3:28])[CH3:27])([CH3:25])[N:24]=2)[N:12]=1.Cl>CN(C)C=O.O>[CH:26]([C:23]1([CH3:25])[C:22](=[O:29])[NH:21][C:20]([C:13]2[N:12]=[C:11]([O:7][CH2:1][CH:2]3[O:6][CH2:5][CH2:4][CH2:3]3)[CH:19]=[CH:18][C:14]=2[C:15]([OH:17])=[O:16])=[N:24]1)([CH3:28])[CH3:27] |f:1.2|. Procedure details: 1.0 ml (0.01 mol) tetrahydrofurfuryl alcohol are added to a mixture of 1.0 g (0.033 mol) sodium hydride (80%) in 10 ml dimethylformamide and after-stirred for 1 hour. Then, 2.95 g (0.01 mol) 6-chloro-2-(4-isopropyl-4-methyl-5-oxo-2-imidazolin-2-yl)-nicotinic acid, dissolved in 10 ml dimethylformamide, are added dropwise. The mixture is then stirred for 1 hour at 50°-60° C., cooled to room temperature, then 10 ml water is added, followed by acidifying with concentrated hydrochloric acid. The prod...